Dataset: the Open Reaction Database (ORD), a public repository of structured organic reaction records. Task: describe an organic reaction: reactants, conditions, products, and yield The reactants are CCOP(=O)(OCC)C(C#N)N1CCN(C(=O)OC(C)(C)C)CC1, C1CCOC1, C[Si](C)(C)[N-][Si](C)(C)C, [Na+], O=Cc1nccs1. Yields the product CC(C)(C)OC(=O)N1CCN(C(C#N)=Cc2nccs2)CC1. RXN SMILES: [C:1](#[N:2])[CH:3]([N:4]1[CH2:5][CH2:6][N:7]([C:10](=[O:11])[O:12][C:13]([CH3:14])([CH3:15])[CH3:16])[CH2:8][CH2:9]1)[P:17]([O:18][CH2:19][CH3:20])([O:21][CH2:22][CH3:23])=[O:24].[CH2:42]1[O:43][CH2:44][CH2:45][CH2:46]1.[CH3:25][Si:26]([N-:27][Si:28]([CH3:29])([CH3:30])[CH3:31])([CH3:32])[CH3:33].[Na+:34].[s:35]1[c:36]([CH:40]=[O:41])[n:37][cH:38][cH:39]1>>[C:1](#[N:2])[C:3]([N:4]1[CH2:5][CH2:6][N:7]([C:10](=[O:11])[O:12][C:13]([CH3:14])([CH3:15])[CH3:16])[CH2:8][CH2:9]1)=[CH:40][c:36]1[s:35][cH:39][cH:38][n:37]1. The reactants are BrCc1ccccc1, [H-], [Na+], CN(C)C=O, O, N#CC1(CO)CCCC1. The product is N#CC1(COCc2ccccc2)CCCC1. RXN SMILES: [Br:12][CH2:13][c:14]1[cH:15][cH:16][cH:17][cH:18][cH:19]1.[H-:10].[Na+:11].[O:21]=[CH:22][N:23]([CH3:24])[CH3:25].[OH2:20].[OH:1][CH2:2][C:3]1([C:8]#[N:9])[CH2:4][CH2:5][CH2:6][CH2:7]1>>[O:1]([CH2:2][C:3]1([C:8]#[N:9])[CH2:4][CH2:5][CH2:6][CH2:7]1)[CH2:13][c:14]1[cH:15][cH:16][cH:17][cH:18][cH:19]1. Reactants: [Al] (aluminum), [Si]([O-])([O-])([O-])[O-].[Na+].[Na+].[Na+].[Na+] (sodium silicate), [Na] (sodium), Na2O2Al2O3, O=[Al-]=O.[Na+] (sodium aluminate), O=[Al-]=O.[Na+] (sodium aluminate). The solvent is O (water). Yields the product [OH-].[Na+] (sodium hydroxide), [Si]([O-])([O-])([O-])[O-].[Na+].[Na+].[Na+].[Na+] (sodium silicate), [Na] (sodium). Isolated yield 9.9%. As a reaction SMILES: [O:1]=[Al-]=O.[Na+:4].[Si:5]([O-:9])([O-:8])([O-:7])[O-:6].[Na+].[Na+].[Na+].[Na+].[Na:14].[Al]>O>[OH-:1].[Na+:4].[Si:5]([O-:9])([O-:8])([O-:7])[O-:6].[Na+:4].[Na+:4].[Na+:4].[Na+:4].[Na:14] |f:0.1,2.3.4.5.6,10.11,12.13.14.15.16,^1:13,27|. Reported procedure: The compositions of the sodium aluminate and the sodium silicate may be varied as desired; however, they should be such as to provide a system having a composition of (3.0-5.5) Na2O2Al2O3.(2.5-4.5)SiO2.(100-120)H2O. For example, a sodium aluminate solution comprising 9.55 percent sodium and 4.48 percent aluminum and a sodium silicate solution of water, sodium hydroxide and sodium silicate of 9.85 percent sodium and 11.90 percent silicon have produced excellent yields. Starting materials: COC=1C=CC2=C(C1)C(=CC=N2)[C@@H]([C@H]3CC4CCN3C[C@@H]4C=C)O (quinidine), CO.ClCCl (methanol dichloromethane), N([C@@H](C(C)C)C(=O)O)C(=O)OC(C)(C)C (Boc-Val-OH), C1CCC(CC1)N=C=NC2CCCCC2 (DCC). Reagents/catalysts: CN(C)C=1C=CN=CC1 (DMAP). The solvent is CN(C)C=O (DMF), CN(C)C=O (DMF). Run at temperature 0 celsius, time 1 hour. Yields the product N[C@@H](C(C)C)C(=O)O.COC=1C=CC2=C(C1)C(=CC=N2)[C@@H]([C@H]3CC4CCN3C[C@@H]4C=C)O (Val Quinidine). RXN SMILES: [NH:1](C(OC(C)(C)C)=O)[C@H:2]([C:6]([OH:8])=[O:7])[CH:3]([CH3:5])[CH3:4].C1CCC(N=C=NC2CCCCC2)CC1.[CH3:31][O:32][C:33]1[CH:34]=[CH:35][C:36]2[N:42]=[CH:41][CH:40]=[C:39]([C@H:43]([OH:54])[C@@H:44]3[N:49]4[CH2:50][C@H:51]([CH:52]=[CH2:53])[CH:46]([CH2:47][CH2:48]4)[CH2:45]3)[C:37]=2[CH:38]=1.CO.ClCCl>CN(C=O)C.CN(C1C=CN=CC=1)C>[NH2:1][C@H:2]([C:6]([OH:8])=[O:7])[CH:3]([CH3:5])[CH3:4].[CH3:31][O:32][C:33]1[CH:34]=[CH:35][C:36]2[N:42]=[CH:41][CH:40]=[C:39]([C@H:43]([OH:54])[C@@H:44]3[N:49]4[CH2:50][C@H:51]([CH:52]=[CH2:53])[CH:46]([CH2:47][CH2:48]4)[CH2:45]3)[C:37]=2[CH:38]=1 |f:3.4,7.8|. Reported procedure: Boc-Val-OH (2.00 g.,9.26 mmol) and DCC (1.90 g, 9.26 mmol) were dissolved in dry DMF (20 ml) under a nitrogen atmosphere. The mixture was stirred continuously for one hour at 0° C. A solution of quinidine (1.50 g, 4.63 mmol) and DMAP (0.06 g, -0.65 mmol) in DMF (100 ml) was added dropwise to the reaction mixture at 0° C. The reaction mixture was stirred and allowed to warm to room temperature. After 24 hours, the reaction was checked by TLC (1:13 methanol/dichloromethane mixture) and LC-MS analy... Reaction SMILES: [C:1]([CH3:2])([CH3:3])([CH3:4])[O:5][C:6]([NH:7][CH:8]([CH2:9][CH3:10])[CH:11]([OH:12])[c:13]1[o:14][c:15]2[c:16]([n:17]1)[cH:18][cH:19][cH:20][cH:21]2)=[O:22].[CH2:23]([Cl:24])[Cl:25]>>[C:1]([CH3:2])([CH3:3])([CH3:4])[O:5][C:6]([NH:7][CH:8]([CH2:9][CH3:10])[C:11](=[O:12])[c:13]1[o:14][c:15]2[c:16]([n:17]1)[cH:18][cH:19][cH:20][cH:21]2)=[O:22]. Reactants: CCC(NC(=O)OC(C)(C)C)C(O)c1nc2ccccc2o1, ClCCl. Yields the product CCC(NC(=O)OC(C)(C)C)C(=O)c1nc2ccccc2o1.